Task: describe an organic reaction: reactants, conditions, products, and yield. Dataset: the Open Reaction Database (ORD), a public repository of structured organic reaction records Starting materials: BrCC=1C=C2C=CC(N(C2=CC1)C)=O (6-bromomethyl-1,2-dihydro-1-methylquinolin-2-one), FC=1C=C(C=C(C1)[C@@]1(C[C@@H](OCC1)C)OC)O ((2S,4R)-4-(5-fluoro-3-hydroxyphenyl)-4-methoxy-2-methyltetrahydropyran). Procedure details: Using the procedure described in Example 1, 6-bromomethyl-1,2-dihydro-1-methylquinolin-2-one was reacted with (2S,4R)-4-(5-fluoro-3-hydroxyphenyl)-4-methoxy-2-methyltetrahydropyran to give (2S,4R)-4-[5-fluoro-3-(1,2-dihydro-1-methyl-2-oxoquinolin-6-ylmethoxy)phenyl]-4-methoxy-2-methyltetrahydropyran in 66% yield, m.p. 91°-93° C. The yield is 66.0%. As a reaction SMILES: Br[CH2:2][C:3]1[CH:4]=[C:5]2[C:10](=[CH:11][CH:12]=1)[N:9]([CH3:13])[C:8](=[O:14])[CH:7]=[CH:6]2.[F:15][C:16]1[CH:17]=[C:18]([OH:31])[CH:19]=[C:20]([C@@:22]2([O:29][CH3:30])[CH2:27][CH2:26][O:25][C@@H:24]([CH3:28])[CH2:23]2)[CH:21]=1>>[F:15][C:16]1[CH:17]=[C:18]([O:31][CH2:2][C:3]2[CH:4]=[C:5]3[C:10](=[CH:11][CH:12]=2)[N:9]([CH3:13])[C:8](=[O:14])[CH:7]=[CH:6]3)[CH:19]=[C:20]([C@@:22]2([O:29][CH3:30])[CH2:27][CH2:26][O:25][C@@H:24]([CH3:28])[CH2:23]2)[CH:21]=1. The product is FC=1C=C(C=C(C1)[C@@]1(C[C@@H](OCC1)C)OC)OCC=1C=C2C=CC(N(C2=CC1)C)=O ((2S,4R)-4-[5-fluoro-3-(1,2-dihydro-1-methyl-2-oxoquinolin-6-ylmethoxy)phenyl]-4-methoxy-2-methyltetrahydropyran). Reactants: OC1=C(C=CC(=C1)CN\C=C\1/C(NC(C2=CC=C(C=C12)I)=O)=O)NC(C1=CC=CC=C1)=O (N-[2-hydroxy-4-({[(Z)-(6-iodo-1,3-dioxo-2,3-dihydroisoquinolin-4(1H)-ylidene)methyl]amino}methyl)phenyl]benzamide), NC1=C(C=C(CN\C=C\2/C(NC(C3=CC=C(C=C23)I)=O)=O)C=C1)O[Si](C(C)C)(C(C)C)C(C)C ((4Z)-4-[({4-amino-3-[(triisopropylsilyl)oxy]benzyl}amino)methylene]-6-iodoisoquinoline-1,3(2H,4H)-dione), C(CC)(=O)Cl (propionyl chloride). Yields the product OC1=C(C=CC(=C1)CN\C=C\1/C(NC(C2=CC=C(C=C12)I)=O)=O)NC(C(C)C)=O (N-[2-hydroxy-4-({[(Z)-(6-iodo-1,3-dioxo-2,3-dihydroisoquinolin-4(1H)-ylidene)methyl]amino}methyl)phenyl]-2-methylpropanamide). As a reaction SMILES: [OH:1][C:2]1[CH:7]=[C:6]([CH2:8][NH:9]/[CH:10]=[C:11]2\[C:12](=[O:23])[NH:13][C:14](=[O:22])[C:15]3[C:20]\2=[CH:19][C:18]([I:21])=[CH:17][CH:16]=3)[CH:5]=[CH:4][C:3]=1[NH:24][C:25](=[O:32])[C:26]1[CH:31]=CC=C[CH:27]=1.NC1C=CC(CN/C=C2\C(=O)NC(=O)C3C\2=CC(I)=CC=3)=CC=1O[Si](C(C)C)(C(C)C)C(C)C.C(Cl)(=O)CC>>[OH:1][C:2]1[CH:7]=[C:6]([CH2:8][NH:9]/[CH:10]=[C:11]2\[C:12](=[O:23])[NH:13][C:14](=[O:22])[C:15]3[C:20]\2=[CH:19][C:18]([I:21])=[CH:17][CH:16]=3)[CH:5]=[CH:4][C:3]=1[NH:24][C:25](=[O:32])[CH:26]([CH3:27])[CH3:31]. Reported procedure: Following the acetylation and desilylation procedure employed for the preparation of N-[2-hydroxy-4-({[(Z)-(6-iodo-1,3-dioxo-2,3-dihydroisoquinolin-4(1H)-ylidene)methyl]amino}methyl)phenyl]benzamide, (4Z)-4-[({4-amino-3-[(triisopropylsilyl)oxy]benzyl}amino)methylene]-6-iodoisoquinoline-1,3(2H,4H)-dione (75 mg, 0.13 mmol) is reacted with propionyl chloride (110 μL, 1.3 mmol). Following desilylation and precipitation, N-[2-hydroxy-4-({[(Z)-(6-iodo-1,3-dioxo-2,3-dihydroisoquinolin-4(1H)-ylidene)met... Yield: 0.1%. The reactants are C(c1cnc2ccnn2c1)=O, CC1=CN=C(C=C1)N, [C-]#[N+]C1CCCCC1. RXN SMILES: CC1=CC=C(N)N=C1.[C-]#[N+]C1CCCCC1.O=CC1=CN2N=CC=C2N=C1>>CC1=CN2C(C=C1)=NC(=C2NC1CCCCC1)C1=CN2N=CC=C2N=C1. Run in CC(C)O (isopropyl alcohol), CC(C)O (isopropylalcohol). Product: Cc1ccc2nc(c3cnc4ccnn4c3)c(NC3CCCCC3)n2c1. Conditions: temperature 22 celsius, time 20 hour. The reagents and catalysts are O=C(O)C(F)(F)F (trifluoroacetic acid). Starting materials: Cl (HCl), Cl.Cl.C(CCC)C=1N=NC(=CC1C1=CC=C(C=C1)OC1CCCCC1)OC1CCNCC1 (3-butyl-4-(4-cyclohexyloxy-phenyl)-6-(piperidin-4-yloxy)-pyridazine dihydrochloride), BrCCO (2-bromoethanol), C([O-])([O-])=O.[K+].[K+] (potassium carbonate). Solvent: CCOCC (ether), CCO (EtOH), C(Cl)Cl (DCM), O.CCOC(=O)C (water EtOAc). Reaction conditions: time 3 hour. Yields the product Cl.Cl.C(CCC)C1=C(C=C(N=N1)OC1CCN(CC1)CCO)C1=CC=C(C=C1)OC1CCCCC1 (2-{4-[6-Butyl-5-(4-cyclohexyloxy-phenyl)-pyridazin-3-yloxy]-piperidin-1-yl}-ethanol dihydrochloride). Yield: 45.6%. Reaction SMILES: [ClH:1].Cl.[CH2:3]([C:7]1[N:8]=[N:9][C:10]([O:26][CH:27]2[CH2:32][CH2:31][NH:30][CH2:29][CH2:28]2)=[CH:11][C:12]=1[C:13]1[CH:18]=[CH:17][C:16]([O:19][CH:20]2[CH2:25][CH2:24][CH2:23][CH2:22][CH2:21]2)=[CH:15][CH:14]=1)[CH2:4][CH2:5][CH3:6].Br[CH2:34][CH2:35][OH:36].C(=O)([O-])[O-].[K+].[K+].Cl>CCO.O.CCOC(C)=O.C(Cl)Cl.CCOCC>[ClH:1].[ClH:1].[CH2:3]([C:7]1[N:8]=[N:9][C:10]([O:26][CH:27]2[CH2:32][CH2:31][N:30]([CH2:34][CH2:35][OH:36])[CH2:29][CH2:28]2)=[CH:11][C:12]=1[C:13]1[CH:14]=[CH:15][C:16]([O:19][CH:20]2[CH2:25][CH2:24][CH2:23][CH2:22][CH2:21]2)=[CH:17][CH:18]=1)[CH2:4][CH2:5][CH3:6] |f:0.1.2,4.5.6,9.10,13.14.15|. Procedure: To a solution of 3-butyl-4-(4-cyclohexyloxy-phenyl)-6-(piperidin-4-yloxy)-pyridazine dihydrochloride (Example 14, 0.1 mmol, 49 mg) in EtOH (1 mL) was added 2-bromoethanol (0.3 mmol, 22 μL), and potassium carbonate (0.4 mmol, 56 mg). The mixture was stirred at room temperature for 3 hours and then diluted with water/EtOAc. The organic layers were combined, dried, and condensed in vacuo, and the residue was purified by silica gel chromatography (DCM to DCM+10% 2N ammonia in MeOH) to give a colorle...